Dataset: the Open Reaction Database (ORD), a public repository of structured organic reaction records. Task: describe an organic reaction: reactants, conditions, products, and yield The reactants are P(Cl)(Cl)(Cl)(Cl)Cl (PCl5), [Na+].C1(=CC=C(C=C1)S(=O)(=O)[O-])C (p-toluenesulfonic acid sodium salt). The solvent is O (water). Conditions: time 2 hour. Product: C1(=CC=C(C=C1)S(=O)(=O)Cl)C (p-Toluenesulfonyl Chloride). Reaction SMILES: P(Cl)(Cl)(Cl)(Cl)[Cl:2].[Na+].[C:8]1([CH3:18])[CH:13]=[CH:12][C:11]([S:14]([O-])(=[O:16])=[O:15])=[CH:10][CH:9]=1>O>[C:8]1([CH3:18])[CH:13]=[CH:12][C:11]([S:14]([Cl:2])(=[O:16])=[O:15])=[CH:10][CH:9]=1 |f:1.2|. Reported procedure: PCl5 (0.44 mol, 89.2 g) was added to p-toluenesulfonic acid sodium salt (0.4 mmol, 77.6 g). After mixed completely, the mixture was heated to 80° C. in water bath and stirred for 2 h, then cooled to room temperature. The reaction was quenched by pouring onto 600 mL of water and ice. The mixture was filtered and gives the product as white solid. (69.8 g, 90%). The reactants are C=CCOP(=O)(OCC=C)OCc1ccc(C)cc1C(=O)Cl, CC(SC1COC(C=CC=Cc2ccc(C#N)cc2F)OC1)C(O)(Cn1cncn1)c1ccc(F)cc1F, [H-], [Na+]. Yields the product C=CCOP(=O)(OCC=C)OCc1ccc(C)cc1C(=O)OC(Cn1cncn1)(c1ccc(F)cc1F)C(C)SC1COC(C=CC=Cc2ccc(C#N)cc2F)OC1. As a reaction SMILES: [CH2:41]([CH:42]=[CH2:43])[O:44][P:45](=[O:46])([O:47][CH2:48][CH:49]=[CH2:50])[O:51][CH2:52][c:53]1[c:54]([C:55](=[O:56])[Cl:57])[cH:58][c:59]([CH3:62])[cH:60][cH:61]1.[F:1][c:2]1[c:3]([C:9]([CH:10]([CH3:11])[S:12][CH:13]2[CH2:14][O:15][CH:16]([CH:19]=[CH:20][CH:21]=[CH:22][c:23]3[c:24]([F:31])[cH:25][c:26]([C:27]#[N:28])[cH:29][cH:30]3)[O:17][CH2:18]2)([CH2:32][n:33]2[n:34][cH:35][n:36][cH:37]2)[OH:38])[cH:4][cH:5][c:6]([F:8])[cH:7]1.[H-:39].[Na+:40]>>[F:1][c:2]1[c:3]([C:9]([CH:10]([CH3:11])[S:12][CH:13]2[CH2:14][O:15][CH:16]([CH:19]=[CH:20][CH:21]=[CH:22][c:23]3[c:24]([F:31])[cH:25][c:26]([C:27]#[N:28])[cH:29][cH:30]3)[O:17][CH2:18]2)([CH2:32][n:33]2[n:34][cH:35][n:36][cH:37]2)[O:38][C:55]([c:54]2[c:53]([CH2:52][O:51][P:45]([O:44][CH2:41][CH:42]=[CH2:43])(=[O:46])[O:47][CH2:48][CH:49]=[CH2:50])[cH:61][cH:60][c:59]([CH3:62])[cH:58]2)=[O:56])[cH:4][cH:5][c:6]([F:8])[cH:7]1. Reactants: ClC1=CC=C(C=C1)C=1NC=C(N1)C1=CC=NC=C1 (2-(4-chlorophenyl)-4-(4-pyridyl) imidazole), [H-].[Na+] (sodium hydride), oil, COCCl (methoxymethyl chloride). Solvent: C1CCOC1 (THF). Reaction conditions: temperature 0 celsius, time 1 hour. Yields the product ClC1=CC=C(C=C1)C=1N(C(=CN1)C1=CC=NC=C1)COC (2-(4-chlorophenyl)-1 -methoxymethyl-5-(4-pyridyl)imidazole). Isolated yield 73.6%. RXN SMILES: [Cl:1][C:2]1[CH:7]=[CH:6][C:5]([C:8]2[NH:9][CH:10]=[C:11]([C:13]3[CH:18]=[CH:17][N:16]=[CH:15][CH:14]=3)[N:12]=2)=[CH:4][CH:3]=1.[H-].[Na+].[CH3:21][O:22][CH2:23]Cl>C1COCC1>[Cl:1][C:2]1[CH:3]=[CH:4][C:5]([C:8]2[N:12]([CH2:21][O:22][CH3:23])[C:11]([C:13]3[CH:18]=[CH:17][N:16]=[CH:15][CH:14]=3)=[CH:10][N:9]=2)=[CH:6][CH:7]=1 |f:1.2|. Reported procedure: To a solution of 2-(4-chlorophenyl)-4-(4-pyridyl) imidazole from Step A (200 mg, 0.78 mmol) in THF (8 mL) at room temperature was added sodium hydride (63 mg of a 60% oil dispersion, 1.57 mmol). After cooling to 0° C., methoxymethyl chloride (74 μL, 0.97 mmol) was slowly added. The reaction was stirred at 0 oC for 1 h, then at room temperature for 1 h. The reaction was quenched by the addition of 5% sodium bicarbonate solution and the mixture was extracted with ethyl acetate (2 times). The combi... Starting materials: BrC=1C(=CC2=C(C=C(C=C2C1)C1=CC=C(C=C1)OC)Cl)O (3-bromo-8-chloro-6-(4-methoxyphenyl)-2-naphthol), C1CC(=O)N(C1=O)Cl (NCS). Run in C1CCOC1 (THF). The product is BrC=1C(=C(C2=C(C=C(C=C2C1)C1=CC=C(C=C1)OC)Cl)Cl)O (3-Bromo-1,8-dichloro-6-(4-methoxyphenyl)-2-naphthol), yellow solid. Isolated yield 81.0%. Reaction SMILES: [Br:1][C:2]1[C:3]([OH:21])=[CH:4][C:5]2[C:10]([CH:11]=1)=[CH:9][C:8]([C:12]1[CH:17]=[CH:16][C:15]([O:18][CH3:19])=[CH:14][CH:13]=1)=[CH:7][C:6]=2[Cl:20].C1C(=O)N([Cl:29])C(=O)C1>C1COCC1>[Br:1][C:2]1[C:3]([OH:21])=[C:4]([Cl:29])[C:5]2[C:10]([CH:11]=1)=[CH:9][C:8]([C:12]1[CH:13]=[CH:14][C:15]([O:18][CH3:19])=[CH:16][CH:17]=1)=[CH:7][C:6]=2[Cl:20]. Reported procedure: The title compound was prepared by reacting 3-bromo-8-chloro-6-(4-methoxyphenyl)-2-naphthol (0.69 g, 1.90 mmol) and NCS (0.31 g, 2.3 mmol) in THF (25 mL) according to method C to yield 0.61 g (81%) of a yellow solid. An analytical sample was further prepared by reverse phase preparative HPLC to yield the title compound as a white solid: mp 176-178° C. (dec.); 1H NMR (DMSO-d6): δ 3.82 (3H, s), 7.08 (2H, d, J=8.77 Hz), 7.77 (2H, d, J=8.75 Hz), 8.00 (1H, d, J=1.84 Hz), 8.19 (1H, d, J=1.84 Hz), 8.39... Yields the product F[B-](F)(F)F.CN(C(=CC=[N+](C)C)C(=O)OCC)C (N-(3-Dimethylamino-3-ethoxycarbonylpropenylidene)-N-methylmethanaminium tetrafluoroborate). The solvent is C(Cl)Cl (methylene chloride), C(Cl)Cl (methylene chloride). Reaction SMILES: [CH3:1][NH:2][CH3:3].[F:4][B-:5]([F:8])([F:7])[F:6].C(O[C:12]([C:18]([O:20][CH2:21][CH3:22])=[O:19])=[CH:13][CH:14]=[N+:15]([CH3:17])[CH3:16])C.C(OCC)C>C(Cl)Cl>[F:4][B-:5]([F:8])([F:7])[F:6].[CH3:1][N:2]([CH3:3])[C:12]([C:18]([O:20][CH2:21][CH3:22])=[O:19])=[CH:13][CH:14]=[N+:15]([CH3:17])[CH3:16] |f:1.2,5.6|. Reported procedure: A solution of dimethylamine (233 cc) in methylene chloride is added in the course of 1 hour 20 minutes, at a temperature of approximately 20° C., to a solution of N-(3-ethoxy-3-ethoxycarbonylpropenylidene)-N-methylmethanaminium tetrafluoroborate (1,007 g) in methylene chloride. Anhydrous ethyl ether (2,000 cc) is then run slowly into the reaction medium, and the crystalline product is then separated off by filtration and dried under reduced pressure (20 mm Hg; 2.7 kPa) at a temperature of approx... The reactants are C(C)OCC (ethyl ether), CNC (dimethylamine), F[B-](F)(F)F.C(C)OC(=CC=[N+](C)C)C(=O)OCC (N-(3-ethoxy-3-ethoxycarbonylpropenylidene)-N-methylmethanaminium tetrafluoroborate).